This data is from the Open Reaction Database (ORD), a public repository of structured organic reaction records. The task is: describe an organic reaction: reactants, conditions, products, and yield Reactants: OC(C1=C(C=NC=2N(C(N(C(C21)=O)CCCOC2OCCCC2)=O)C)OC2=CC(=CC=C2)OC(F)(F)F)C=2C=NC(=CC2)C(F)(F)F (5-(hydroxy(6-(trifluoromethyl)pyridin-3-yl)methyl)-1-methyl-3-(3-(tetrahydro-2H-pyran-2-yloxy)propyl)-6-(3-(trifluoromethoxy)phenoxy)pyrido[2,3-d]pyrimidine-2,4(1H,3H)-dione), O[Li].O (LiOH.H2O). Reagents/catalysts: [Zn] (Zn). Solvent: C(=O)O (HCOOH). Run at temperature 100 celsius, time 10 minute. The product is OCCCN1C(N(C2=C(C1=O)C(=C(C=N2)OC2=CC(=CC=C2)OC(F)(F)F)CC=2C=NC(=CC2)C(F)(F)F)C)=O (3-(3-hydroxypropyl)-1-methyl-6-(3-(trifluoromethoxy)phenoxy)-5-((6-(trifluoromethyl)pyridin-3-yl)methyl)pyrido[2,3-d]pyrimidine-2,4(1H,3H)-dione). Yield: 29.2%. RXN SMILES: O[CH:2]([C:38]1[CH:39]=[N:40][C:41]([C:44]([F:47])([F:46])[F:45])=[CH:42][CH:43]=1)[C:3]1[C:12]2[C:11](=[O:13])[N:10]([CH2:14][CH2:15][CH2:16][O:17]C3CCCCO3)[C:9](=[O:24])[N:8]([CH3:25])[C:7]=2[N:6]=[CH:5][C:4]=1[O:26][C:27]1[CH:32]=[CH:31][CH:30]=[C:29]([O:33][C:34]([F:37])([F:36])[F:35])[CH:28]=1.O[Li].O>C(O)=O.[Zn]>[OH:17][CH2:16][CH2:15][CH2:14][N:10]1[C:11](=[O:13])[C:12]2[C:3]([CH2:2][C:38]3[CH:39]=[N:40][C:41]([C:44]([F:47])([F:46])[F:45])=[CH:42][CH:43]=3)=[C:4]([O:26][C:27]3[CH:32]=[CH:31][CH:30]=[C:29]([O:33][C:34]([F:35])([F:36])[F:37])[CH:28]=3)[CH:5]=[N:6][C:7]=2[N:8]([CH3:25])[C:9]1=[O:24] |f:1.2|. Procedure details: To a solution of 5-(hydroxy(6-(trifluoromethyl)pyridin-3-yl)methyl)-1-methyl-3-(3-(tetrahydro-2H-pyran-2-yloxy)propyl)-6-(3-(trifluoromethoxy)phenoxy)pyrido[2,3-d]pyrimidine-2,4(1H,3H)-dione (40 mg, 0.06 mmol) in HCOOH (2 mL) was added Zn dust (19.5 mg, 0.3 mmol). The reaction was heated at 100° C. for 1 h then cooled to RT and filtered. The filtrate was concentrated and dried to a residue which was dissolved in water (1 ml) and THF (1 mL). Next LiOH.H2O (25 mg, 0.6 mmol) was added and the react... The reactants are Cl.NC(=N)N (guanidine hydrochloride), [Na] (sodium), C(C)(C)(C)OC(=O)C1=CC=C(C=C1)C#CC=1C=C(C(=NC1)Cl)C(=O)OC (methyl 5-(4-tert.-butoxycarbonylphenyl)ethynyl-2-chloro-3-pyridinecarboxylate). The solvent is C(C)O (ethanol), C(C)(C)(C)O (tert.-butanol). Conditions: time 15 minute. Yields the product NC=1N=C(C2=C(N1)N=CC(=C2)C#CC2=CC=C(C=C2)C(=O)OC(C)(C)C)O (2-amino-4-hydroxy-6-(4-tert.-butoxycarbonylphenylethynyl)pyrido[2,3-d]pyrimidine). Isolated yield 44.0%. Reaction SMILES: [Na].Cl.[NH2:3][C:4]([NH2:6])=[NH:5].[C:7]([O:11][C:12]([C:14]1[CH:19]=[CH:18][C:17]([C:20]#[C:21][C:22]2[CH:23]=[C:24]([C:29](OC)=[O:30])[C:25](Cl)=[N:26][CH:27]=2)=[CH:16][CH:15]=1)=[O:13])([CH3:10])([CH3:9])[CH3:8]>C(O)(C)(C)C.C(O)C>[NH2:5][C:4]1[N:6]=[C:29]([OH:30])[C:24]2[CH:23]=[C:22]([C:21]#[C:20][C:17]3[CH:18]=[CH:19][C:14]([C:12]([O:11][C:7]([CH3:9])([CH3:8])[CH3:10])=[O:13])=[CH:15][CH:16]=3)[CH:27]=[N:26][C:25]=2[N:3]=1 |f:1.2,^1:0|. Procedure details: To a solution containing 0.11 g of sodium in 30 ml of anhydrous tert.-butanol is added 0.45 g of guanidine hydrochloride. After stirring the mixture at room temperature for 15 minutes, 0.35 g of methyl 5-(4-tert.-butoxycarbonylphenyl)ethynyl-2-chloro-3-pyridinecarboxylate is added in one portion. The mixture is heated under reflux under nitrogen for 4 hours, cooled, diluted with ethanol, and the solvent removed under reduced pressure. The residue is dissolved in water and filtered to remove a sm... Reactants: N1C=CC2=CN=CC=C12 (5-azaindole), CN1CCC(CC1)=O (N-methyl-4-piperidone), N1CCCC1 (pyrrolidine). Solvent: C(C)O (ethanol). Yields the product CN1CCC(=CC1)C1=CNC2=CC=NC=C12 (3-(1-Methyl-1,2,3,6-tetrahydro-4-pyridinyl)-5-azaindole). Reaction SMILES: [NH:1]1[C:9]2[C:4](=[CH:5][N:6]=[CH:7][CH:8]=2)[CH:3]=[CH:2]1.[CH3:10][N:11]1[CH2:16][CH2:15][C:14](=O)[CH2:13][CH2:12]1.N1CCCC1>C(O)C>[CH3:10][N:11]1[CH2:12][CH:13]=[C:14]([C:3]2[C:4]3[C:9](=[CH:8][CH:7]=[N:6][CH:5]=3)[NH:1][CH:2]=2)[CH2:15][CH2:16]1. Procedure details: from 5-azaindole (2.0 g, 16.9 mmol); N-methyl-4-piperidone (1.92 g , 16.9 mmol) and pyrrolidine (12.04 g, 169 mmol) in ethanol (20 mL). Starting materials: C1=CC=CC=2C3=CC=CC=C3C(C12)COC(=O)N[C@@H](CSCC(CC(=O)O)C(C=1C=NC=CC1)=O)C(=O)OC (3-({(2R)-2-[(fluoren-9-ylmethoxy)carbonylamino]-2-(methoxycarbonyl)ethylthio}methyl)-4-oxo-4-(3-pyridyl)butanoic acid), C1(CCCCC1)N=C=O (cyclohexyl isocyanate). Yields the product C1(CCCCC1)NC(=O)N[C@@H](CSCC(CC(=O)O)C(C=1C=NC=CC1)=O)C(=O)OC (3({(2R)-2-[(Cyclohexylamino)carbonylamino]-2-(methoxycarbonyl)ethylthio}methyl)-4-oxo-4-(3-pyridyl)butanoic Acid). Isolated yield 6.0%. RXN SMILES: C1C2C(CO[C:16]([NH:18][C@H:19]([C:36]([O:38][CH3:39])=[O:37])[CH2:20][S:21][CH2:22][CH:23]([C:28](=[O:35])[C:29]3[CH:30]=[N:31][CH:32]=[CH:33][CH:34]=3)[CH2:24][C:25]([OH:27])=[O:26])=[O:17])C3C(=CC=CC=3)C=2C=CC=1.[CH:40]1([N:46]=C=O)[CH2:45][CH2:44][CH2:43][CH2:42][CH2:41]1>>[CH:40]1([NH:46][C:16]([NH:18][C@H:19]([C:36]([O:38][CH3:39])=[O:37])[CH2:20][S:21][CH2:22][CH:23]([C:28](=[O:35])[C:29]2[CH:30]=[N:31][CH:32]=[CH:33][CH:34]=2)[CH2:24][C:25]([OH:27])=[O:26])=[O:17])[CH2:45][CH2:44][CH2:43][CH2:42][CH2:41]1. Procedure details: The title compound was prepared from 3-({(2R)-2-[(fluoren-9-ylmethoxy)carbonylamino]-2-(methoxycarbonyl)ethylthio}methyl)-4-oxo-4-(3-pyridyl)butanoic acid and cyclohexyl isocyanate as described in Example 16 in a 6% yield; ESMS, (M+1)+452. The reactants are CCOC(=O)C(CCCNC(=O)OC(C)(C)C)NC(=O)n1cc(C)c(=O)[nH]c1=O, CCO, Cl, [Na+], [OH-]. Product: Cc1cn(C(=O)NC(CCCNC(=O)OC(C)(C)C)C(=O)O)c(=O)[nH]c1=O. As a reaction SMILES: [CH2:1]([CH3:2])[O:3][C:4]([CH:5]([CH2:6][CH2:7][CH2:8][NH:9][C:10](=[O:11])[O:12][C:13]([CH3:14])([CH3:15])[CH3:16])[NH:17][C:18](=[O:19])[n:20]1[c:21](=[O:22])[nH:23][c:24](=[O:25])[c:26]([CH3:27])[cH:28]1)=[O:29].[CH3:33][CH2:34][OH:35].[ClH:32].[Na+:31].[OH-:30]>>[O:3]=[C:4]([CH:5]([CH2:6][CH2:7][CH2:8][NH:9][C:10](=[O:11])[O:12][C:13]([CH3:14])([CH3:15])[CH3:16])[NH:17][C:18](=[O:19])[n:20]1[c:21](=[O:22])[nH:23][c:24](=[O:25])[c:26]([CH3:27])[cH:28]1)[OH:29]. The reactants are ClC1=CC=C(S1)[Mg]Br.O1CCCC1 (5-chlorothienyl magnesium bromide tetrahydrofuran), C(C)(C)(C)OC(=O)N1CCC(CC1)=O (1-(tert-butoxycarbonyl)-4-piperidone), [Cl-].[NH4+] (ammonium chloride). Solvent: O1CCCC1 (tetrahydrofuran). Conditions: temperature 0 celsius, time 3 hour. Yields the product Cl.ClC1=CC=C(S1)C=1CCNCC1 (4-(5-chloro-2-thienyl)-1,2,3,6-tetrahydropyridine hydrochloride). Isolated yield 23.0%. Reaction SMILES: [Cl:1][C:2]1[S:6][C:5]([Mg]Br)=[CH:4][CH:3]=1.O1CCCC1.C(OC([N:21]1[CH2:26][CH2:25][C:24](=O)[CH2:23][CH2:22]1)=O)(C)(C)C.[Cl-].[NH4+]>O1CCCC1>[ClH:1].[Cl:1][C:2]1[S:6][C:5]([C:24]2[CH2:25][CH2:26][NH:21][CH2:22][CH:23]=2)=[CH:4][CH:3]=1 |f:0.1,3.4,6.7|. Procedure details: A 5-chlorothienyl magnesium bromide-tetrahydrofuran solution (Aldrich Co., 0.5 M, 22 ml) was cooled to 0° C., and 1-(tert-butoxycarbonyl)-4-piperidone (Aldrich Co. (hereafter the same), 2.0 g) was dissolved in tetrahydrofuran (10 ml) and added thereto. The mixture was heated under reflux for 8 hr. After completion of the reaction, the mixture was cooled to 0° C. A saturated aqueous ammonium chloride solution was added, and a solid was filtered off. The filtrate was extracted with diethyl ether. ... Reactants: COC(=O)c1cc(O)c2ccnc(C3CC3)c2c1, CI, CCOC(C)=O, [K+], [K+], O=C([O-])[O-], CN(C)C=O, O. Yields the product COC(=O)c1cc(OC)c2ccnc(C3CC3)c2c1. RXN SMILES: [CH3:1][O:2][C:3](=[O:4])[c:5]1[cH:6][c:7]([OH:18])[c:8]2[cH:9][cH:10][n:11][c:12]([CH:15]3[CH2:16][CH2:17]3)[c:13]2[cH:14]1.[CH3:25][I:26].[CH3:32][CH2:33][O:34][C:35]([CH3:36])=[O:37].[K+:19].[K+:20].[O-:21][C:22]([O-:23])=[O:24].[O:27]=[CH:28][N:29]([CH3:30])[CH3:31].[OH2:38]>>[CH3:1][O:2][C:3](=[O:4])[c:5]1[cH:6][c:7]([O:18][CH3:22])[c:8]2[cH:9][cH:10][n:11][c:12]([CH:15]3[CH2:16][CH2:17]3)[c:13]2[cH:14]1. The reactants are FC=1C=C(C(=O)OCC2=CC=CC=C2)C=CC1Br (benzyl 3-fluoro-4-bromobenzoate), [Br-].C1(CCCC1)[Zn+] (cyclopentylzinc bromide), solid. Reagents/catalysts: CC(C)([P](C(C)(C)C)([Pd][P](C(C)(C)C)(C(C)(C)C)C(C)(C)C)C(C)(C)C)C (bis(tri-t-butylphosphine)palladium(0)), [Pd] (Pd/C). Run in C1CCOC1 (THF), CO (MeOH). Reaction conditions: time 24 hour. The product is FC=1C=C(C(=O)O)C=CC1C1CCCC1 (3-Fluoro-4-cyclopentylbenzoic acid). As a reaction SMILES: [F:1][C:2]1[CH:3]=[C:4]([CH:15]=[CH:16][C:17]=1Br)[C:5]([O:7]CC1C=CC=CC=1)=[O:6].[Br-].[CH:20]1([Zn+])[CH2:24][CH2:23][CH2:22][CH2:21]1>C1COCC1.CO.CC(C)([P](C(C)(C)C)([Pd][P](C(C)(C)C)(C(C)(C)C)C(C)(C)C)C(C)(C)C)C.[Pd]>[F:1][C:2]1[CH:3]=[C:4]([CH:15]=[CH:16][C:17]=1[CH:20]1[CH2:24][CH2:23][CH2:22][CH2:21]1)[C:5]([OH:7])=[O:6] |f:1.2,^1:35,41|. Reported procedure: A solution of 0.45 g (1.45 mmol) of benzyl 3-fluoro-4-bromobenzoate (0.45 g, 1.45 mmol) in 4.4 mL of 0.5 M cyclopentylzinc bromide solution in THF was treated with ˜5 mg of bis(tri-t-butylphosphine)palladium(0) and the resulting mixture was stirred at rt for 24 h. The reaction mixture was directly purified on a Biotage 40S cartridge using 1:1 hexanes/EtOAc as the eluant. A mixture of the resulting solid (0.27 g, 0.91 mmol) and 10% Pd/C in 5 mL of MeOH was stirred under 1 atm of H2 for 3 h. The r... Reactants: C1(CCCC1)N1N=C(C(=C1N)C(=O)OC)SC (methyl 1-cyclopentyl-3-methylthio-5-amino-1H-pyrazole-4-carboxylate), Cl.N1=CC=C(C=C1)C(=N)N (4-pyridine carboxamidine hydrochloride), C([O-])([O-])=O.[K+].[K+] (potassium carbonate), CN(C)C=O (DMF), Cl.N1=CC=C(C=C1)C(=N)N (4-pyridinecarboxamidine hydrochloride), C([O-])([O-])=O.[K+].[K+] (potassium carbonate), ice water. Run in C(C)(=O)O (acetic acid). The product is C1(CCCC1)N1NC(=C2C1=NC(=NC2=O)C2=CC=NC=C2)SC (1-cyclopentyl-3-methylthio-6-(4-pyridyl)-pyrazolo[3,4-d]-pyrimidin-4-one). Yield: 12.2%. Reaction SMILES: [CH:1]1([N:6]2[C:10]([NH2:11])=[C:9]([C:12]([O:14]C)=O)[C:8]([S:16][CH3:17])=[N:7]2)[CH2:5][CH2:4][CH2:3][CH2:2]1.Cl.[N:19]1[CH:24]=[CH:23][C:22]([C:25](N)=[NH:26])=[CH:21][CH:20]=1.C(=O)([O-])[O-].[K+].[K+].CN(C=O)C>C(O)(=O)C>[CH:1]1([N:6]2[C:10]3=[N:11][C:25]([C:22]4[CH:23]=[CH:24][N:19]=[CH:20][CH:21]=4)=[N:26][C:12](=[O:14])[C:9]3=[C:8]([S:16][CH3:17])[NH:7]2)[CH2:2][CH2:3][CH2:4][CH2:5]1 |f:1.2,3.4.5|. Reported procedure: A mixture of methyl 1-cyclopentyl-3-methylthio-5-amino-1H-pyrazole-4-carboxylate (3.0 g, 0.012 mol), 4-pyridine carboxamidine hydrochloride (1.9 g, 0.012 mol), potassium carbonate (1.6 g, 0.012 mol) and DMF (25 ml) were refluxed for 4 hours. Additional 4-pyridinecarboxamidine hydrochloride (1.9 g) and potassium carbonate (1.6 g) were added and the reaction mixture was refluxed for 24 hours. The solution was poured into ice-water, neutralized with acetic acid and the resulting precipitate was col...